This data is from the Open Reaction Database (ORD), a public repository of structured organic reaction records. The task is: describe an organic reaction: reactants, conditions, products, and yield Reactants: BrC=1C=C2C(C(=CN(C2=CN1)[C@@H]1CN(CCC1)C(=O)OC(C)(C)C)C(=O)OCC)=O ((S)-ethyl 6-bromo-1-(1-(tert-butoxycarbonyl)piperidin-3-yl)-4-oxo-1,4-dihydro-1,7-naphthyridine-3-carboxylate), BrC=1C=C2C(C(=CN(C2=CN1)[C@@H]1CN(CCC1)C(=O)OC(C)(C)C)C(=O)OCC)=O ((S)-ethyl 6-bromo-1-(1-(tert-butoxycarbonyl)piperidin-3-yl)-4-oxo-1,4-dihydro-1,7-naphthyridine-3-carboxylate), Cl (hydrogen chloride). Run in ClCCl (dichloromethane). Run at time 8 hour. The product is Cl.BrC=1C=C2C(C(=CN(C2=CN1)[C@@H]1CNCCC1)C(=O)OCC)=O ((S)-ethyl 6-bromo-4-oxo-1-(piperidin-3-yl)-1,4-dihydro-1,7-naphthyridine-3-carboxylate hydrochloride). Isolated yield 84.5%. RXN SMILES: [Br:1][C:2]1[CH:3]=[C:4]2[C:9](=[CH:10][N:11]=1)[N:8]([C@H:12]1[CH2:17][CH2:16][CH2:15][N:14](C(OC(C)(C)C)=O)[CH2:13]1)[CH:7]=[C:6]([C:25]([O:27][CH2:28][CH3:29])=[O:26])[C:5]2=[O:30].[ClH:31]>ClCCl>[ClH:31].[Br:1][C:2]1[CH:3]=[C:4]2[C:9](=[CH:10][N:11]=1)[N:8]([C@H:12]1[CH2:17][CH2:16][CH2:15][NH:14][CH2:13]1)[CH:7]=[C:6]([C:25]([O:27][CH2:28][CH3:29])=[O:26])[C:5]2=[O:30] |f:3.4|. Reported procedure: To a solution of (S)-ethyl 6-bromo-1-(1-(tert-butoxycarbonyl)piperidin-3-yl)-4-oxo-1,4-dihydro-1,7-naphthyridine-3-carboxylate (Intermediate 54, 6.37 g, 13.26 mmol, 1 equiv.) in dichloromethane (53 mL) was added 4 N hydrogen chloride (13.26 mL, 53.04 mmol, 4 equiv.). This was stirred at room temperature for 8 h. The precipitate was washed with diethyl ether and dried to provide (S)-ethyl 6-bromo-4-oxo-1-(piperidin-3-yl)-1,4-dihydro-1,7-naphthyridine-3-carboxylate hydrochloride as a solid (4.67 g... The reactants are ClCCl, Cc1cc(Cl)cc(CO)c1N, C1CCOC1. Yields the product Cc1cc(Cl)cc(C=O)c1N. RXN SMILES: [Cl:12][CH2:13][Cl:14].[NH2:1][c:2]1[c:3]([CH2:10][OH:11])[cH:4][c:5]([Cl:9])[cH:6][c:7]1[CH3:8].[O:15]1[CH2:16][CH2:17][CH2:18][CH2:19]1>>[NH2:1][c:2]1[c:3]([CH:10]=[O:11])[cH:4][c:5]([Cl:9])[cH:6][c:7]1[CH3:8]. The reactants are OC=1CCC(=C2C(C3=C(C=CC(=C3C(C12)=O)O)O)=O)O (2,3-dihydro-1,4,5,8-tetrahydroxy-9,10-anthracenedione), N (ammonia), solution, Cl (hydrogen chloride), solution, NCCNCCO (2-(2-aminoethylamino)ethanol), C1(=C(C(=O)C(=C(C1=O)Cl)Cl)Cl)Cl (chloranil). The solvent is COCCO (methyl cellosolve), COCCO (methyl cellosolve), COCCO (methyl cellosolve). Conditions: temperature 50 celsius, time 20 hour. Product: Cl.OCCNCCNC1=CC=C(C=2C(C3=C(C=CC(=C3C(C12)=O)O)O)=O)N (1-[2-(2-Hydroxyethylamino)ethylamino]-4-amino-5,8-dihydroxyanthraquinone monohydrochloride). RXN SMILES: O[C:2]1[CH2:3][CH2:4][C:5](O)=[C:6]2[C:15]=1[C:14](=[O:16])[C:13]1[C:8](=[C:9]([OH:18])[CH:10]=[CH:11][C:12]=1[OH:17])[C:7]2=[O:19].[NH2:21][CH2:22][CH2:23][NH:24][CH2:25][CH2:26][OH:27].[NH3:28].C1(Cl)C(=O)C([Cl:37])=C(Cl)C(=O)C=1Cl.Cl>COCCO>[ClH:37].[OH:27][CH2:26][CH2:25][NH:24][CH2:23][CH2:22][NH:21][C:5]1[C:6]2[C:7](=[O:19])[C:8]3[C:13](=[C:12]([OH:17])[CH:11]=[CH:10][C:9]=3[OH:18])[C:14](=[O:16])[C:15]=2[C:2]([NH2:28])=[CH:3][CH:4]=1 |f:6.7|. Procedure details: To a stirred solution of 35 g. (0.10 mole) of 2,3-dihydro-1,4,5,8-tetrahydroxy-9,10-anthracenedione (80% pure) in 750 ml. of methyl cellosolve in an inert, closed atmosphere at 10° C. was slowly added 25 ml. (0.10 mole) of a 4.0 M solution of 2-(2-aminoethylamino)ethanol in methyl cellosolve. The temperature was allowed to rise slowly to 20° C. The solution was then slowly heated to 50° C. and to it was slowly added 75 ml. (0.11 mole) of a 2.2 M solution of ammonia in methyl cellosolve. The mixt... Reactants: C(C(C)C)C=1C=C(C(=O)O)C=CC1 (3-Isobutyl-benzoic acid), C(CC1=CC=CC=C1)N (phenethylamine). Product: C(C(C)C)C=1C=C(C(=O)NCCC2=CC=CC=C2)C=CC1 (3-Isobutyl-N-phenethyl-benzamide). Reaction SMILES: [CH2:1]([C:5]1[CH:6]=[C:7]([CH:11]=[CH:12][CH:13]=1)[C:8]([OH:10])=O)[CH:2]([CH3:4])[CH3:3].[CH2:14]([NH2:22])[CH2:15][C:16]1[CH:21]=[CH:20][CH:19]=[CH:18][CH:17]=1>>[CH2:1]([C:5]1[CH:6]=[C:7]([CH:11]=[CH:12][CH:13]=1)[C:8]([NH:22][CH2:14][CH2:15][C:16]1[CH:21]=[CH:20][CH:19]=[CH:18][CH:17]=1)=[O:10])[CH:2]([CH3:3])[CH3:4]. Procedure details: Using preparation method 1, 94B (131 mg, 0.74 mmol) was reacted with phenethylamine (138 μL, 133 mg, 1.1 mmol). Purification by flash chromatography on SiO2 using CH2Cl2/hexanes 50:50 then CH2Cl2 100% afforded white crystals were obtained (177 mg, 86%). NMR 1H (ppm, CDCl3): 7.50 (s, 1H), 7.47 (dt, J3=7.0 Hz, J4=1.8 Hz, 1H), 7.33-7.21 (m, 7H), 6.28 (br. s, 1H), 3.72-3.66 (m, 2H), 2.92 (t, J3=7.0 Hz, 2H), 2.48 (d, J3=7.2 Hz, 2H), 1.90-1.81 (m, 1H), 0.88 (d, J3=6.6 Hz, 6H). Reaction SMILES: N1([C:6](N2C=NC=N2)=[O:7])C=NC=N1.[NH2:13][C:14]1[CH:21]=[C:20]([NH:22][CH2:23][CH2:24][O:25][CH3:26])[C:17]([C:18]#[N:19])=[CH:16][N:15]=1.[CH3:27][O:28][CH:29]([O:57][CH3:58])[C:30]1[C:39]([CH2:40][N:41]2[CH2:46][CH2:45][N:44]([C:47]([O:49][CH2:50][CH2:51][Si:52]([CH3:55])([CH3:54])[CH3:53])=[O:48])[CH2:43][C:42]2=[O:56])=[CH:38][C:37]2[CH2:36][CH2:35][CH2:34][NH:33][C:32]=2[N:31]=1>CN(C=O)C>[C:18]([C:17]1[C:20]([NH:22][CH2:23][CH2:24][O:25][CH3:26])=[CH:21][C:14]([NH:13][C:6]([N:33]2[C:32]3[N:31]=[C:30]([CH:29]([O:28][CH3:27])[O:57][CH3:58])[C:39]([CH2:40][N:41]4[CH2:46][CH2:45][N:44]([C:47]([O:49][CH2:50][CH2:51][Si:52]([CH3:53])([CH3:55])[CH3:54])=[O:48])[CH2:43][C:42]4=[O:56])=[CH:38][C:37]=3[CH2:36][CH2:35][CH2:34]2)=[O:7])=[N:15][CH:16]=1)#[N:19]. The solvent is CN(C)C=O (DMF), CN(C)C=O (DMF), CN(C)C=O (DMF). Procedure: A solution of di(1H-1,2,4-triazol-1-yl)methanone (2.78 g, 15.23 mmol) in DMF (15 ml) was added to 6-amino-4-((2-methoxyethyl)amino)nicotinonitrile (intermediate 75, 2.96 g, 15.23 mmol) in anhydrous DMF (15 ml) at 0° C. After stirring for 2.5 h at room temperature a solution of 2-(trimethylsilyl)ethyl 4-((2-(dimethoxymethyl)-5,6,7,8-tetrahydro-1,8-naphthyridin-3-yl)methyl)-3-oxopiperazine-1-carboxylate (intermediate 123, 2.83 g, 6.09 mmol) in DMF (20 ml) was added. The reaction mixture was stirre... Reactants: COC(C1=NC=2NCCCC2C=C1CN1C(CN(CC1)C(=O)OCC[Si](C)(C)C)=O)OC (2-(trimethylsilyl)ethyl 4-((2-(dimethoxymethyl)-5,6,7,8-tetrahydro-1,8-naphthyridin-3-yl)methyl)-3-oxopiperazine-1-carboxylate), COC(C1=NC=2NCCCC2C=C1CN1C(CN(CC1)C(=O)OCC[Si](C)(C)C)=O)OC (2-(trimethylsilyl)ethyl 4-((2-(dimethoxymethyl)-5,6,7,8-tetrahydro-1,8-naphthyridin-3-yl)methyl)-3-oxopiperazine-1-carboxylate), N1(N=CN=C1)C(=O)N1N=CN=C1 (di(1H-1,2,4-triazol-1-yl)methanone), NC1=NC=C(C#N)C(=C1)NCCOC (6-amino-4-((2-methoxyethyl)amino)nicotinonitrile), NC1=NC=C(C#N)C(=C1)NCCOC (6-amino-4-((2-methoxyethyl)amino)nicotinonitrile). The product is C(#N)C=1C(=CC(=NC1)NC(=O)N1CCCC=2C=C(C(=NC12)C(OC)OC)CN1C(CN(CC1)C(=O)OCC[Si](C)(C)C)=O)NCCOC (2-(trimethylsilyl)ethyl 4-((8-((5-cyano-4-((2-methoxyethyl)amino)pyridin-2-yl)carbamoyl)-2-(dimethoxymethyl)-5,6,7,8-tetrahydro-1,8-naphthyridin-3-yl)methyl)-3-oxopiperazine-1-carboxylate). Run at time 17.5 hour. Reactants: ClC1=NC=NC(=C1)Cl (4,6-dichloropyrimidine), BrC=1C=C(N)C=CC1 (m-bromoaniline), CCN(C(C)C)C(C)C (DIPEA), C(O)CN (ethanolamine), CCN(C(C)C)C(C)C (DIPEA). The solvent is CCCCO (n-BuOH). Conditions: time 6 hour. Yields the product BrC=1C=C(C=CC1)NC1=CC(=NC=N1)NCCO (2-(6-(3-Bromophenylamino)pyrimidin-4-ylamino)ethan-1-ol). Isolated yield 60.0%. Reaction SMILES: Cl[C:2]1[CH:7]=[C:6](Cl)[N:5]=[CH:4][N:3]=1.[Br:9][C:10]1[CH:11]=[C:12]([CH:14]=[CH:15][CH:16]=1)[NH2:13].CCN(C(C)C)C(C)C.[CH2:26]([CH2:28][NH2:29])[OH:27]>CCCCO>[Br:9][C:10]1[CH:11]=[C:12]([NH:13][C:6]2[N:5]=[CH:4][N:3]=[C:2]([NH:29][CH2:28][CH2:26][OH:27])[CH:7]=2)[CH:14]=[CH:15][CH:16]=1. Reported procedure: 100 mg of 4,6-dichloropyrimidine, 127 mg of m-bromoaniline and 103 mg of DIPEA were dissolved in 1 mL of n-BuOH and the mixture obtained was charged into a microwave vial and the vioal obtained was kept in a heating block at 120° C. for 6 hours. The reaction was monitored by TLC and was completed within 6 hours. The mixture obtained was cooled to r.t., 61 mg of ethanolamine and 139 mg of DIPEA were added and the mixture obtained was heated under microwave irradiation for an hour at 200° C. The r... Product: C(C)(=O)NC1=CC=C(C=C1)SCCCCOC=1C(=CC2=C(C(OC(N2)=O)(C)C)C1)[N+](=O)[O-] (6-[4-(4-Acetamido-phenylmercapto)-butoxy]-7-nitro-4,4-dimethyl-4H-3,1-benzoxazin-2-one). Starting materials: CS(=O)(=O)OCCCCOC=1C(=CC2=C(C(OC(N2)=O)(C)C)C1)[N+](=O)[O-] (6-(4-methanesulfonyloxy-butoxy)-7-nitro-4,4-dimethyl-4H-3,1-benzoxazin-2-one), C(C)(=O)NC1=CC=C(C=C1)S (4-acetamido-thiophenol). RXN SMILES: CS(O[CH2:6][CH2:7][CH2:8][CH2:9][O:10][C:11]1[C:12]([N+:24]([O-:26])=[O:25])=[CH:13][C:14]2[NH:19][C:18](=[O:20])[O:17][C:16]([CH3:22])([CH3:21])[C:15]=2[CH:23]=1)(=O)=O.[C:27]([NH:30][C:31]1[CH:36]=[CH:35][C:34]([SH:37])=[CH:33][CH:32]=1)(=[O:29])[CH3:28]>>[C:27]([NH:30][C:31]1[CH:36]=[CH:35][C:34]([S:37][CH2:6][CH2:7][CH2:8][CH2:9][O:10][C:11]2[C:12]([N+:24]([O-:26])=[O:25])=[CH:13][C:14]3[NH:19][C:18](=[O:20])[O:17][C:16]([CH3:21])([CH3:22])[C:15]=3[CH:23]=2)=[CH:33][CH:32]=1)(=[O:29])[CH3:28]. Procedure details: Prepared analogously to Example 210 from 6-(4-methanesulfonyloxy-butoxy)-7-nitro-4,4-dimethyl-4H-3,1-benzoxazin-2-one and 4-acetamido-thiophenol.